This data is from the Open Reaction Database (ORD), a public repository of structured organic reaction records. The task is: describe an organic reaction: reactants, conditions, products, and yield The reactants are C1CCOC1, CCCn1c(=O)c2[nH]c(-c3ccc(OCC4CC(C(=O)OC)N(Cc5cccc(C(F)(F)F)c5)C4)cc3)nc2n(CCC)c1=O, CO, [Li+], [OH-], O. The product is CCCn1c(=O)c2[nH]c(-c3ccc(OCC4CC(C(=O)O)N(Cc5cccc(C(F)(F)F)c5)C4)cc3)nc2n(CCC)c1=O. Reaction SMILES: [CH2:48]1[O:49][CH2:50][CH2:51][CH2:52]1.[CH3:1][O:2][C:3](=[O:4])[CH:5]1[N:6]([CH2:35][c:36]2[cH:37][c:38]([C:42]([F:43])([F:44])[F:45])[cH:39][cH:40][cH:41]2)[CH2:7][CH:8]([CH2:10][O:11][c:12]2[cH:13][cH:14][c:15](-[c:18]3[n:19][c:20]4[n:21]([CH2:32][CH2:33][CH3:34])[c:22](=[O:31])[n:23]([CH2:28][CH2:29][CH3:30])[c:24](=[O:27])[c:25]4[nH:26]3)[cH:16][cH:17]2)[CH2:9]1.[CH3:53][OH:54].[Li+:47].[OH-:46].[OH2:55]>>[O:2]=[C:3]([OH:4])[CH:5]1[N:6]([CH2:35][c:36]2[cH:37][c:38]([C:42]([F:43])([F:44])[F:45])[cH:39][cH:40][cH:41]2)[CH2:7][CH:8]([CH2:10][O:11][c:12]2[cH:13][cH:14][c:15](-[c:18]3[n:19][c:20]4[n:21]([CH2:32][CH2:33][CH3:34])[c:22](=[O:31])[n:23]([CH2:28][CH2:29][CH3:30])[c:24](=[O:27])[c:25]4[nH:26]3)[cH:16][cH:17]2)[CH2:9]1. Reactants: COC1=C(C=C(C=C1)C=1CC(N(N1)C)(O)C(F)(F)F)C (5-(4-methoxy-3-methyl-phenyl)-2-methyl-3-trifluoromethyl-3,4-dihydro-2H-pyrazol-3-ol), Cl (hydrochloric acid). Solvent: O1CCCC1 (tetrahydrofuran). The product is COC1=C(C=C(C=C1)C1=NN(C(=C1)C(F)(F)F)C)C (3-(4-methoxy-3-methyl-phenyl)-1-methyl-5-trifluoromethyl-1H-pyrazole). The yield is 102.0%. Reaction SMILES: [CH3:1][O:2][C:3]1[CH:8]=[CH:7][C:6]([C:9]2[CH2:10][C:11]([C:16]([F:19])([F:18])[F:17])(O)[N:12]([CH3:14])[N:13]=2)=[CH:5][C:4]=1[CH3:20].Cl>O1CCCC1>[CH3:1][O:2][C:3]1[CH:8]=[CH:7][C:6]([C:9]2[CH:10]=[C:11]([C:16]([F:19])([F:17])[F:18])[N:12]([CH3:14])[N:13]=2)=[CH:5][C:4]=1[CH3:20]. Reported procedure: A mixture of 5-(4-methoxy-3-methyl-phenyl)-2-methyl-3-trifluoromethyl-3,4-dihydro-2H-pyrazol-3-ol (described in Reference preparation example 77) 2.3 g, 6N aqueous hydrochloric acid solution 4 ml and tetrahydrofuran 30 ml was stirred with heating under reflux for two hours. The reaction mixture was extracted with ethyl acetate. The organic layer was washed with saturated aqueous sodium carbonate solution and saturated saline. The organic layer was dried over anhydrous magnesium sulfate, and was ... The reactants are CC1([C@@]2(CC[C@H]3[C@@H]4CC[C@@H]([C@@]4(C)CC[C@@H]3[C@]2(CCC1=O)C)O)O)C (4,4-dimethyl-5α,17β-dihydroxyandrostan-3-one), Cl.Cl.N1C[C@@H](CC1)ON (3-(R)-pyrrolidinyloxyamine dihydrochloride). Product: Cl.N1C[C@@H](CC1)O\N=C/1\C([C@@]2(CC[C@H]3[C@@H]4CC[C@@H]([C@@]4(C)CC[C@@H]3[C@]2(CC1)C)O)O)(C)C ((E)-3-[3-(R)-Pyrrolidinyl]oxyimino-4,4-dimethylandrostan-5α,17β-diol hydrochloride). RXN SMILES: [CH3:1][C:2]1([CH3:24])[C:19](=O)[CH2:18][CH2:17][C@@:16]2([CH3:21])[C@@:3]1([OH:23])[CH2:4][CH2:5][C@@H:6]1[C@@H:15]2[CH2:14][CH2:13][C@@:11]2([CH3:12])[C@H:7]1[CH2:8][CH2:9][C@@H:10]2[OH:22].[ClH:25].Cl.[NH:27]1[CH2:31][CH2:30][C@@H:29]([O:32][NH2:33])[CH2:28]1>>[ClH:25].[NH:27]1[CH2:31][CH2:30][C@@H:29]([O:32]/[N:33]=[C:19]2/[C:2]([CH3:1])([CH3:24])[C@@:3]3([OH:23])[C@:16]([CH3:21])([CH2:17][CH2:18]/2)[C@@H:15]2[C@H:6]([C@H:7]4[C@@:11]([CH2:13][CH2:14]2)([CH3:12])[C@@H:10]([OH:22])[CH2:9][CH2:8]4)[CH2:5][CH2:4]3)[CH2:28]1 |f:1.2.3,4.5|. Reported procedure: The title compound was obtained in 51% yield following the procedure described in Example 2 and starting from 4,4-dimethyl-5α,17β-dihydroxyandrostan-3-one (Preparation 28, 33 mg) and 3-(R)-pyrrolidinyloxyamine dihydrochloride (Preparation 12, 69 mg). The crude product was triturated with Et2O and the resulting precipitate was filtered to give the title compound I-by. The reactants are C[C@@H]1CNC(C=2N1C=1C=CC(=CC1C2)OCCCN2CCCCC2)=O ((R)-4-Methyl-8-(3-piperidin-1-yl-propoxy)-3,4-dihydro-2H-pyrazino[1,2-a]indol-1-one), O[C@H]1CNCC1 ((R)-3-hydroxy-pyrrolidine), C([O-])([O-])=O.[K+].[K+] (potassium carbonate), [I-].[K+] (potassium iodide). Product: O[C@H]1CN(CC1)CCCOC1=CC=2C=C3N(C2C=C1)[C@@H](CNC3=O)C ((R)-8-[3-((R)-3-Hydroxy-pyrrolidin-1-yl)-propoxy]-4-methyl-3,4-dihydro-2H-pyrazino[1,2-a]indol-1-one). Yield: 39.0%. RXN SMILES: [CH3:1][C@H:2]1[N:7]2[C:8]3[CH:9]=[CH:10][C:11]([O:15][CH2:16][CH2:17][CH2:18][N:19]4C[CH2:23][CH2:22][CH2:21][CH2:20]4)=[CH:12][C:13]=3[CH:14]=[C:6]2[C:5](=[O:25])[NH:4][CH2:3]1.[OH:26][C@@H]1CCNC1.C(=O)([O-])[O-].[K+].[K+].[I-].[K+]>>[OH:26][C@@H:21]1[CH2:22][CH2:23][N:19]([CH2:18][CH2:17][CH2:16][O:15][C:11]2[CH:10]=[CH:9][C:8]3[N:7]4[C@H:2]([CH3:1])[CH2:3][NH:4][C:5](=[O:25])[C:6]4=[CH:14][C:13]=3[CH:12]=2)[CH2:20]1 |f:2.3.4,5.6|. Procedure: The title compound was synthesized in analogy to example 2 from (R)-8-(3-chloro-propoxy)-4-methyl-3,4-dihydro-2H-pyrazino[1,2-a]indol-1-one (example 9, intermediate), (R)-3-hydroxy-pyrrolidine (commercially available), potassium carbonate and potassium iodide, to give the desired product as a light brown foam (39%). Starting materials: C(/C=C/CCl)Cl (1,4-dichlorobutene-2), C(#N)CC(=O)OCC (ethyl cyanoacetate), [Cl-].C(CCCCCCC)(=O)C(C(CCCCCCC)=O)(C(CCCCCCC)=O)[NH3+] (tricaprylylmethylammonium chloride), [OH-].[K+] (Potassium hydroxide), [OH-].[K+] (KOH). The solvent is C1=CC=CC=C1 (benzene). Yields the product C(=C)C1C(C1)(C(=O)OCC)C#N (ethyl 2-vinyl-1-cyanocyclopropane-1-carboxylate). RXN SMILES: [CH2:1](Cl)/[CH:2]=[CH:3]/[CH2:4]Cl.[C:7]([CH2:9][C:10]([O:12][CH2:13][CH3:14])=[O:11])#[N:8].[Cl-].C(C([NH3+])(C(=O)CCCCCCC)C(=O)CCCCCCC)(=O)CCCCCCC.[OH-].[K+]>C1C=CC=CC=1>[CH:2]([CH:3]1[CH2:4][C:9]1([C:7]#[N:8])[C:10]([O:12][CH2:13][CH3:14])=[O:11])=[CH2:1] |f:2.3,4.5|. Procedure: Ethyl 2-vinyl-1-cyanocyclopropane-1-carboxylate was prepared in accordance with the procedure of U.S. Pat. No. 4,252,739. For the reaction 750 ml benzene, 250 gms (2 moles) 1,4-dichlorobutene-2, 113 gms (1 mole) ethyl cyanoacetate and 3 gms tricaprylylmethylammonium chloride were charged to a reactor and heated to reflux with agitation. Potassium hydroxide (85%) pellets (132 gms; 2 moles) were then added to the stirred solution in small portions. A mild exotherm was observed with the addition of... The reactants are CN1C=C(C2=CC=CC=C12)C1=NOC(=N1)CNC(=O)OC(C)(C)C (1-Methyl-3-[5-t-butoxycarbonylaminomethyl-1,2,4-oxadiazol-3-yl]indole), FC(C(=O)O)(F)F (trifluoroacetic acid). The solvent is C(Cl)Cl (CH2Cl2). The product is FC(C(=O)O)(F)F.CN1C=C(C2=CC=CC=C12)C1=NOC(=N1)CN (1-Methyl-3-[5-aminomethyl-1,2,4-oxadiazol-3-yl]indole hydrogen triflouroacetate). RXN SMILES: [CH3:1][N:2]1[C:10]2[C:5](=[CH:6][CH:7]=[CH:8][CH:9]=2)[C:4]([C:11]2[N:15]=[C:14]([CH2:16][NH:17]C(OC(C)(C)C)=O)[O:13][N:12]=2)=[CH:3]1.[F:25][C:26]([F:31])([F:30])[C:27]([OH:29])=[O:28]>C(Cl)Cl>[F:25][C:26]([F:31])([F:30])[C:27]([OH:29])=[O:28].[CH3:1][N:2]1[C:10]2[C:5](=[CH:6][CH:7]=[CH:8][CH:9]=2)[C:4]([C:11]2[N:15]=[C:14]([CH2:16][NH2:17])[O:13][N:12]=2)=[CH:3]1 |f:3.4|. Procedure: 1-Methyl-3-[5-t-butoxycarbonylaminomethyl-1,2,4-oxadiazol-3-yl]indole (300mg) was dissolved in CH2Cl2 (10 ml) at 0° C., trifluoroacetic acid (0.5 ml) was then added and the reaction mixture allowed to warm to room temperature over 30 mins. The reaction mixture was stirred at room temperature for twelve hours before evaporation at reduced pressure. The residue was recrystallised from cold CH2Cl2 to afford white crystals (150 mg) mp 178° C.; Found C, 48.74; H, 3.74; N 15.97 C14H13N4O3F3 requires C... Reactants: C(C=C)C1(C2(OCCO2)CCCC1)C1=CC=CC=C1 (6-allyl-6-phenyl-1,4-dioxaspiro[4.5]decane), I(=O)(=O)(=O)[O-].[Na+] (sodium periodate), CCOC(=O)C (EtOAc). The reagents and catalysts are O=[Os](=O)(=O)=O (OsO4). Run in C1CCOC1 (THF), O (water), CC(C)(C)O (t-BuOH). Reaction conditions: time 3 hour. Product: C1(=CC=CC=C1)C1(C2(OCCO2)CCCC1)CC=O (2-(6-Phenyl-1,4-dioxaspiro[4.5]decan-6-yl)acetaldehyde). As a reaction SMILES: [CH2:1]([C:4]1([C:14]2[CH:19]=[CH:18][CH:17]=[CH:16][CH:15]=2)[CH2:13][CH2:12][CH2:11][CH2:10][C:5]21[O:9][CH2:8][CH2:7][O:6]2)[CH:2]=C.I([O-])(=O)(=O)=[O:21].[Na+].CCOC(C)=O>C1COCC1.O.CC(O)(C)C.O=[Os](=O)(=O)=O>[C:14]1([C:4]2([CH2:1][CH:2]=[O:21])[CH2:13][CH2:12][CH2:11][CH2:10][C:5]32[O:6][CH2:7][CH2:8][O:9]3)[CH:19]=[CH:18][CH:17]=[CH:16][CH:15]=1 |f:1.2|. Reported procedure: To a solution of 6-allyl-6-phenyl-1,4-dioxaspiro[4.5]decane (444 mg, 1.719 mmol) in THF (5 mL) was added a solution of sodium periodate (441 mg, 2.062 mmol) in water (5.00 mL), and 0.175 ml of 2.5% OsO4 in t-BuOH, and the mixture was stirred for 3 hrs. Next, the stirring was stopped and the mixture was added to EtOAc and washed with water, aq. Na2S2O3, and brine. The resulting material was dried over Na2SO4 and evaporated to give an oily residue. Reactants: O (water), [H-].[Na+] (Sodium hydride), OC1=CC=C(CN2C=C(C(=C2)C2=CC=CC=C2)CCC(=O)OCC)C=C1 (ethyl 3-[1-(4-hydroxybenzyl)-4-phenyl-3-pyrrolyl]propionate), ClCC=1N=C(OC1)C1=CC=CC=C1 (4-Chloromethyl-2-phenyloxazole). Run in CN(C=O)C (N,N-dimethylformamide). Run at time 15 minute. The product is C1(=CC=CC=C1)C=1C(=CN(C1)CC1=CC=C(C=C1)OCC=1N=C(OC1)C1=CC=CC=C1)CCC(=O)OCC (ethyl 3-[4-phenyl-1-[4-(2-phenyl-4-oxazolylmethoxy)benzyl]-3-pyrrolyl]propionate). The yield is 72.5%. Reaction SMILES: [H-].[Na+].[OH:3][C:4]1[CH:28]=[CH:27][C:7]([CH2:8][N:9]2[CH:13]=[C:12]([C:14]3[CH:19]=[CH:18][CH:17]=[CH:16][CH:15]=3)[C:11]([CH2:20][CH2:21][C:22]([O:24][CH2:25][CH3:26])=[O:23])=[CH:10]2)=[CH:6][CH:5]=1.Cl[CH2:30][C:31]1[N:32]=[C:33]([C:36]2[CH:41]=[CH:40][CH:39]=[CH:38][CH:37]=2)[O:34][CH:35]=1.O>CN(C)C=O>[C:14]1([C:12]2[C:11]([CH2:20][CH2:21][C:22]([O:24][CH2:25][CH3:26])=[O:23])=[CH:10][N:9]([CH2:8][C:7]3[CH:27]=[CH:28][C:4]([O:3][CH2:30][C:31]4[N:32]=[C:33]([C:36]5[CH:37]=[CH:38][CH:39]=[CH:40][CH:41]=5)[O:34][CH:35]=4)=[CH:5][CH:6]=3)[CH:13]=2)[CH:19]=[CH:18][CH:17]=[CH:16][CH:15]=1 |f:0.1|. Procedure: Sodium hydride (60%, oily, 60.0 mg) was added to a solution of ethyl 3-[1-(4-hydroxybenzyl)-4-phenyl-3-pyrrolyl]propionate (524 mg) in N,N-dimethylformamide (10 ml) at 0° C., and the mixture was stirred at room temperature for 15 minutes. 4-Chloromethyl-2-phenyloxazole (290 mg) was added to the mixture, which was stirred at room temperature for 30 minutes. The reaction mixture was poured into water, which was extracted with ethyl acetate. The ethyl acetate layer was washed with saturated aqueous... The reactants are [OH-].[Na+] (sodium hydroxide), C(C)C(C(=O)O)(C(C)C1CC1)C#N (ethyl 2-cyano-3-cyclopropylbutanoic acid), CO (methanol), [OH-].[Na+] (sodium hydroxide). Solvent: O1CCCC1 (tetrahydrofuran). Product: C(#N)C(C(=O)O)C(C)C1CC1 (2-cyano-3-cyclopropylbutanoic acid). Isolated yield 86.1%. As a reaction SMILES: C([C:3]([C:12]#[N:13])([CH:7]([CH:9]1[CH2:11][CH2:10]1)[CH3:8])[C:4]([OH:6])=[O:5])C.CO.[OH-].[Na+]>O1CCCC1>[C:12]([CH:3]([CH:7]([CH:9]1[CH2:10][CH2:11]1)[CH3:8])[C:4]([OH:6])=[O:5])#[N:13] |f:2.3|. Procedure: 39.8 g (0.22 mol) of ethyl 2-cyano-3-cyclopropylbutanoic acid were refluxed for 4 hours in a mixture of in each case 150 ml of methanol, tetrahydrofuran and 2 N sodium hydroxide solution. For working-up, 200 ml of 2 N sodium hydroxide solution were added and the mixture was extracted repeatedly with diethyl ether. The aqueous phase was subsequently acidified by adding hydrochloric acid and also extracted with ether. After this organic phase had been dried and concentrated, 29 g (yield 86%) of 2-...